This data is from the Open Reaction Database (ORD), a public repository of structured organic reaction records. The task is: describe an organic reaction: reactants, conditions, products, and yield The reactants are C(=O)C1=C(C=C(C#N)C=C1)SC (4-formyl-3-(methylsulfanyl)benzonitrile), FC(C=1C=C(C=CC1)NC(=O)N)(F)F (1-[3-(trifluoromethyl)phenyl]urea), C(CC(=O)C)(=O)OCC=C (allyl acetoacetate). Solvent: CC(C)(C)OC (MTBE). Yields the product C(#N)C1=CC(=C(C=C1)C1NC(N(C(=C1C(=O)OCC=C)C)C1=CC(=CC=C1)C(F)(F)F)=O)SC (Allyl(rac)-4-[4-cyano-2-(methylsulfanyl)phenyl]-6-methyl-2-oxo-1-[3-(trifluoromethyl)phenyl]-1,2,3,4-tetrahydropyrimidine-5-carboxylate). RXN SMILES: [CH:1]([C:3]1[CH:10]=[CH:9][C:6]([C:7]#[N:8])=[CH:5][C:4]=1[S:11][CH3:12])=O.[F:13][C:14]([F:26])([F:25])[C:15]1[CH:16]=[C:17]([NH:21][C:22]([NH2:24])=[O:23])[CH:18]=[CH:19][CH:20]=1.[C:27]([O:33][CH2:34][CH:35]=[CH2:36])(=[O:32])[CH2:28][C:29]([CH3:31])=O>CC(OC)(C)C>[C:7]([C:6]1[CH:9]=[CH:10][C:3]([CH:1]2[C:28]([C:27]([O:33][CH2:34][CH:35]=[CH2:36])=[O:32])=[C:29]([CH3:31])[N:21]([C:17]3[CH:18]=[CH:19][CH:20]=[C:15]([C:14]([F:25])([F:26])[F:13])[CH:16]=3)[C:22](=[O:23])[NH:24]2)=[C:4]([S:11][CH3:12])[CH:5]=1)#[N:8]. Reported procedure: The mixture was then diluted with MTBE (27 ml), and 4-formyl-3-(methylsulfanyl)benzonitrile (1.18 g, 6.70 mmol; Example 9A), 1-[3-(trifluoromethyl)phenyl]urea (1.37 g, 6.70 mmol) and allyl acetoacetate (1.43 g, 10.1 mmol) were added. The mixture was stirred under reflux overnight. For work-up, the solvent was removed under reduced pressure and the residue was suspended in diethyl ether and then filtered of with suction. This gave 978 mg (19% of theory) of the title compound.